Task: describe an organic reaction: reactants, conditions, products, and yield. Dataset: the Open Reaction Database (ORD), a public repository of structured organic reaction records Reaction SMILES: [Br:12][c:13]1[c:14]([NH2:15])[cH:16][cH:17][c:18]([F:20])[cH:19]1.[CH3:1][c:2]1[c:3]([F:11])[cH:4][c:5]([B:8]([OH:9])[OH:10])[cH:6][cH:7]1>>[CH3:1][c:2]1[c:3]([F:11])[cH:4][c:5](-[c:13]2[c:14]([NH2:15])[cH:16][cH:17][c:18]([F:20])[cH:19]2)[cH:6][cH:7]1. Starting materials: Nc1ccc(F)cc1Br, Cc1ccc(B(O)O)cc1F. Yields the product Cc1ccc(-c2cc(F)ccc2N)cc1F. Starting materials: CCc1cc(C#Cc2ccc(C(C)C(=O)[O-])cc2)ccc1C1(OC(C)C)CC1, CC#N, CCO, [Na+], C1CCOC1, [OH-], O. Yields the product CCc1cc(C#Cc2ccc(CC(=O)O)cc2)ccc1C1(OC(C)C)CC1. RXN SMILES: [CH3:1][CH:2]([C:3](=[O:4])[O-:5])[c:6]1[cH:7][cH:8][c:9]([C:12]#[C:13][c:14]2[cH:15][c:16]([CH2:27][CH3:28])[c:17]([C:20]3([O:23][CH:24]([CH3:25])[CH3:26])[CH2:21][CH2:22]3)[cH:18][cH:19]2)[cH:10][cH:11]1.[CH3:32][C:33]#[N:34].[CH3:35][CH2:36][OH:37].[Na+:30].[O:38]1[CH2:39][CH2:40][CH2:41][CH2:42]1.[OH-:29].[OH2:31]>>[CH2:2]([C:3](=[O:4])[OH:5])[c:6]1[cH:7][cH:8][c:9]([C:12]#[C:13][c:14]2[cH:15][c:16]([CH2:27][CH3:28])[c:17]([C:20]3([O:23][CH:24]([CH3:25])[CH3:26])[CH2:21][CH2:22]3)[cH:18][cH:19]2)[cH:10][cH:11]1.